This data is from the Open Reaction Database (ORD), a public repository of structured organic reaction records. The task is: describe an organic reaction: reactants, conditions, products, and yield Starting materials: C(C)(=O)O.C(C)(C)(C)OC(=O)N1C[C@H]([C@@H](C1)OC)CN ((3R,4S)-3-aminomethyl-4-methoxy-pyrrolidine-1-carboxylic acid tert-butyl ester acetate), ClC1=CC=C(S1)C(=O)O (5-chlorothiophene-2-carboxylic acid). The product is C(C)(C)(C)OC(=O)N1C[C@H]([C@@H](C1)OC)CNC(=O)C=1SC(=CC1)Cl ((3R,4S)-3-{[(5-chloro-thiophene-2-carbonyl)-amino]-methyl}-4-methoxy-pyrrolidine-1-carboxylic acid tert-butyl ester). Reaction SMILES: C(O)(=O)C.[C:5]([O:9][C:10]([N:12]1[CH2:16][C@@H:15]([O:17][CH3:18])[C@H:14]([CH2:19][NH2:20])[CH2:13]1)=[O:11])([CH3:8])([CH3:7])[CH3:6].[Cl:21][C:22]1[S:26][C:25]([C:27](O)=[O:28])=[CH:24][CH:23]=1>>[C:5]([O:9][C:10]([N:12]1[CH2:16][C@@H:15]([O:17][CH3:18])[C@H:14]([CH2:19][NH:20][C:27]([C:25]2[S:26][C:22]([Cl:21])=[CH:23][CH:24]=2)=[O:28])[CH2:13]1)=[O:11])([CH3:8])([CH3:7])[CH3:6] |f:0.1|. Reported procedure: 80.4 Using general procedure E, (3R,4S)-3-aminomethyl-4-methoxy-pyrrolidine-1-carboxylic acid tert-butyl ester acetate was coupled with 5-chlorothiophene-2-carboxylic acid to give (3R,4S)-3-{[(5-chloro-thiophene-2-carbonyl)-amino]-methyl}-4-methoxy-pyrrolidine-1-carboxylic acid tert-butyl ester. Colorless foam. MS 318.9 ([M−isobutene+H]+) Starting materials: [Br-], O=C([O-])[O-], CCO, CCCC[N+](CCCC)(CCCC)CCCC, OB(O)Oc1ccc(Cl)c(F)c1, Fc1cc(-c2ccc3ccccc3c2)ccc1I, [K+], [K+], O, Cl[Pd]Cl, Cc1ccccc1, c1ccc(P(c2ccccc2)c2ccccc2)cc1, c1ccc(P(c2ccccc2)c2ccccc2)cc1, c1ccc(P(c2ccccc2)c2ccccc2)cc1. Product: Fc1cc(-c2ccc(-c3ccc4ccccc4c3)cc2F)ccc1Cl. RXN SMILES: [Br-:56].[C:31](=[O:32])([O-:33])[O-:34].[CH2:115]([OH:116])[CH3:117].[CH3:57][CH2:58][CH2:59][CH2:60][N+:61]([CH2:62][CH2:63][CH2:64][CH3:65])([CH2:66][CH2:67][CH2:68][CH3:69])[CH2:70][CH2:71][CH2:72][CH3:73].[Cl:19][c:20]1[c:21]([F:30])[cH:22][c:23]([O:26][B:27]([OH:28])[OH:29])[cH:24][cH:25]1.[F:1][c:2]1[cH:3][c:4](-[c:9]2[cH:10][c:11]3[cH:12][cH:13][cH:14][cH:15][c:16]3[cH:17][cH:18]2)[cH:5][cH:6][c:7]1[I:8].[K+:35].[K+:36].[OH2:118].[Pd:74]([Cl:75])[Cl:76].[c:119]1([CH3:120])[cH:121][cH:122][cH:123][cH:124][cH:125]1.[c:37]1([P:38]([c:39]2[cH:40][cH:41][cH:42][cH:43][cH:44]2)[c:45]2[cH:46][cH:47][cH:48][cH:49][cH:50]2)[cH:51][cH:52][cH:53][cH:54][cH:55]1.[c:77]1([P:78]([c:79]2[cH:80][cH:81][cH:82][cH:83][cH:84]2)[c:85]2[cH:86][cH:87][cH:88][cH:89][cH:90]2)[cH:91][cH:92][cH:93][cH:94][cH:95]1.[c:96]1([P:97]([c:98]2[cH:99][cH:100][cH:101][cH:102][cH:103]2)[c:104]2[cH:105][cH:106][cH:107][cH:108][cH:109]2)[cH:110][cH:111][cH:112][cH:113][cH:114]1>>[F:1][c:2]1[cH:3][c:4](-[c:9]2[cH:10][c:11]3[cH:12][cH:13][cH:14][cH:15][c:16]3[cH:17][cH:18]2)[cH:5][cH:6][c:7]1-[c:23]1[cH:22][c:21]([F:30])[c:20]([Cl:19])[cH:25][cH:24]1.